From a dataset of the Open Reaction Database (ORD), a public repository of structured organic reaction records. describe an organic reaction: reactants, conditions, products, and yield Reactants: O=C1CCC(=O)N1Br, CCOC(C)=O, CC#N, ClCCl, NC(=O)c1ccc(N)cc1. Yields the product NC(=O)c1ccc(N)c(Br)c1. As a reaction SMILES: [Br:11][N:12]1[C:13](=[O:14])[CH2:15][CH2:16][C:17]1=[O:18].[CH3:19][CH2:20][O:21][C:22]([CH3:23])=[O:24].[CH3:25][C:26]#[N:27].[Cl:28][CH2:29][Cl:30].[NH2:1][c:2]1[cH:3][cH:4][c:5]([C:6](=[O:7])[NH2:8])[cH:9][cH:10]1>>[NH2:1][c:2]1[c:3]([Br:11])[cH:4][c:5]([C:6](=[O:7])[NH2:8])[cH:9][cH:10]1. Reactants: ClC1=CC=C(C=C1)C(C(C)C)=O (1-(4-chlorophenyl)-2-methylpropan-1-one), ClCl (chlorine), Cl (HCl). The product is ClC(C(=O)C1=CC=C(C=C1)Cl)(C)C (2-Chloro-1-(4-chlorophenyl)-2-methylpropan-1-one). As a reaction SMILES: [Cl:1][C:2]1[CH:7]=[CH:6][C:5]([C:8](=[O:12])[CH:9]([CH3:11])[CH3:10])=[CH:4][CH:3]=1.[Cl:13]Cl.Cl>>[Cl:13][C:9]([CH3:10])([CH3:11])[C:8]([C:5]1[CH:4]=[CH:3][C:2]([Cl:1])=[CH:7][CH:6]=1)=[O:12]. Reported procedure: 182.7 g (1.0 mol) of 1-(4-chlorophenyl)-2-methylpropan-1-one are warmed to 40° and chlorinated with 71 g (1.0 mol) of chlorine gas at 40°-65° in the course of 5 hours. The dissolved HCl gas is then driven off by blowing with nitrogen. The liquid crude product is then reacted further. The reactants are CC(C)([O-])C.[K+] (Potassium tert-butoxide), C[C@@H]1CN(C[C@@H](N1)C)C=1C(=NC2=CC=CC=C2C1C(=O)N)Cl (cis-3,5-dimethylpiperazino 2-chloroquinoline-4-carboxamide), CC(C)(C)C1=NC(=NO1)C[N+]#[C-] (5-(1,1-dimethylethyl)-3-isocyanomethyl-1,2,4-oxadiazole), CN(C)C=O (DMF), C1CCOC1 (THF). Solvent: O (water). Run at time 1 hour. Product: C[C@@H]1CN(C[C@@H](N1)C)C(=O)C1=CC=2N(C3=CC=CC=C13)C=NC2C(=O)OC(C)(C)C (tert-Butyl 5-[(cis-3,5-dimethylpiperazino)carbonyl]imidazo[1,5-a]quinoline-3-carboxylate). Reaction SMILES: [CH3:1][C:2]([CH3:5])([O-:4])[CH3:3].[K+].[CH3:7][C@H:8]1[NH:13][C@@H:12]([CH3:14])[CH2:11][N:10]([C:15]2[C:16](Cl)=[N:17][C:18]3[C:23]([C:24]=2[C:25](N)=O)=[CH:22][CH:21]=[CH:20][CH:19]=3)[CH2:9]1.C[C:30]([C:33]1ON=C(C[N+]#[C-])[N:34]=1)(C)C.CN([CH:44]=[O:45])C.C1C[O:49]CC1>O>[CH3:14][C@H:12]1[NH:13][C@@H:8]([CH3:7])[CH2:9][N:10]([C:15]([C:24]2[C:23]3[C:18](=[CH:19][CH:20]=[CH:21][CH:22]=3)[N:17]3[CH:16]=[N:34][C:33]([C:44]([O:4][C:2]([CH3:5])([CH3:3])[CH3:1])=[O:45])=[C:30]3[CH:25]=2)=[O:49])[CH2:11]1 |f:0.1|. Reported procedure: Potassium tert-butoxide (2.6 ml, 1.0M in THF) is added to a mixture of cis-3,5-dimethylpiperazino 2-chloroquinoline-4-carboxamide (X, 704 mg ), tert-butyl isocyanoacetate (IX. 390 mg ) and DMF (10 ml) at -78°. The mixture is stirred for 1 hr at -78° and is allowed to warm to 20°-25° over several hours. After stirring at 20°-25° for 16 hrs, water is added and the mixture extracted several times with ethyl acetate, the combined organic phases are dried over magnesium sulfate, filtered, and concent... Starting materials: [Cr](=O)(=O)([O-])O[Cr](=O)(=O)[O-].[NH+]1=CC=CC=C1.[NH+]1=CC=CC=C1 (Pyridinium dichromate), ClC1=CC2=C(NC(=C2)C(=O)NC2C(N(C3=CC=CC=C3C2)CCCO)=O)S1 (2-Chloro-N-[1-(3-hydroxypropyl)-2-oxo-1,2,3,4-tetrahydroquinolin-3-yl]-6H-thieno[2,3-b]pyrrole-5-carboxamide). The solvent is CN(C)C=O (DMF). Reaction conditions: time 24 hour. The product is ClC1=CC2=C(NC(=C2)C(=O)NC2C(N(C3=CC=CC=C3C2)CCC(=O)NC)=O)S1 (2-Chloro-N-{1-[3-(methylamino)-3-oxopropyl]-2-oxo-1,2,3,4-tetrahydroquinolin-3-yl}-6H-thieno[2,3-b]pyrrole-5-carboxamide). The yield is 60.8%. Reaction SMILES: [Cr](O[Cr]([O-])(=O)=O)([O-])(=O)=O.[NH+:10]1C=CC=C[CH:11]=1.[NH+]1C=CC=CC=1.[Cl:22][C:23]1[S:48][C:26]2[NH:27][C:28]([C:30]([NH:32][CH:33]3[CH2:42][C:41]4[C:36](=[CH:37][CH:38]=[CH:39][CH:40]=4)[N:35]([CH2:43][CH2:44][CH2:45][OH:46])[C:34]3=[O:47])=[O:31])=[CH:29][C:25]=2[CH:24]=1>CN(C=O)C>[Cl:22][C:23]1[S:48][C:26]2[NH:27][C:28]([C:30]([NH:32][CH:33]3[CH2:42][C:41]4[C:36](=[CH:37][CH:38]=[CH:39][CH:40]=4)[N:35]([CH2:43][CH2:44][C:45]([NH:10][CH3:11])=[O:46])[C:34]3=[O:47])=[O:31])=[CH:29][C:25]=2[CH:24]=1 |f:0.1.2|. Reported procedure: Pyridinium dichromate (329 mg, 0.88 mmol) was added to 2-chloro-N-[1-(3-hydroxypropyl)-2-oxo-1,2,3,4-tetrahydroquinolin-3-yl]-6H-thieno[2,3-b]pyrrole-5-carboxamide (Example 43; 100 mg, 0.248 mmol) in DMF (3 mL) and the reaction was stirred for 24 hours. The reaction was diluted with EtOAC (20 mL) and filtered through celite. The filtrate was washed with 1M HCl (aq.) and the organic layer was dried (MgSO4), filtered and evaporated to afford the crude acid which was used without purification. Stan... Starting materials: C(C)(C)(C)[Li] (t-butyllithium), C(C)N(C1=CC=C(C=C1)Br)CCOC1OCCCC1 (N-ethyl-N-[2-(tetrahydropyran-2-yl)oxyethyl]-4-bromoaniline), C1CCOC1 (THF), C1(=CC=CC=C1)C (toluene). Solvent: CCCCC (n-pentane), O (Water), O (water), CN(C=O)C (N,N-dimethylformamide). Reaction conditions: temperature -78 celsius, time 45 minute. The product is C(C)N(C1=CC=C(C=C1)C=O)CCOC1OCCCC1 (N-ethyl-N-[2-(tetrahydropyran-2-yl)oxyethyl]-4-formylaniline). The yield is 92.0%. Reaction SMILES: [CH2:1]([N:3]([CH2:11][CH2:12][O:13][CH:14]1[CH2:19][CH2:18][CH2:17][CH2:16][O:15]1)[C:4]1[CH:9]=[CH:8][C:7](Br)=[CH:6][CH:5]=1)[CH3:2].C1(C)C=CC=CC=1.C([Li])(C)(C)C.C1C[O:35][CH2:34]C1>O.CN(C)C=O.CCCCC>[CH2:1]([N:3]([CH2:11][CH2:12][O:13][CH:14]1[CH2:19][CH2:18][CH2:17][CH2:16][O:15]1)[C:4]1[CH:9]=[CH:8][C:7]([CH:34]=[O:35])=[CH:6][CH:5]=1)[CH3:2]. Procedure: Water content in 45.1 g (0.14 mol) of N-ethyl-N-[2-(tetrahydropyran-2-yl)oxyethyl]-4-bromoaniline was removed by azeotropic distillation carried out twice with toluene, followed by dissolution in 390 ml of anhydrous THF in an atmosphere of argon. The solution obtained was cooled to -78° C., and 195 ml (2.2-fold equivalent weight) of t-butyllithium (1.55M, an n-pentane solution) was dropwise added thereto, followed by stirring for 45 minutes. To the resulting reaction solution, 23 ml of N,N-dimet...